Dataset: the Open Reaction Database (ORD), a public repository of structured organic reaction records. Task: describe an organic reaction: reactants, conditions, products, and yield The reagents and catalysts are [I-].C(CCC)[N+](CCCC)(CCCC)CCCC (tetrabutylammonium iodide). Reaction SMILES: [CH3:1][O:2][C:3](=[O:21])[C@H:4]([CH2:13][CH2:14][C:15]1[CH:20]=[CH:19][CH:18]=[CH:17][CH:16]=1)[NH:5][C:6](=[O:12])[CH:7](Br)[CH2:8][CH2:9][CH3:10].[CH3:22][O:23][C:24]1[CH:31]=[CH:30][C:27]([CH2:28][SH:29])=[CH:26][CH:25]=1.C(=O)([O-])[O-].[Cs+].[Cs+].CCCCCC.C(OCC)(=O)C>[I-].C([N+](CCCC)(CCCC)CCCC)CCC.CN(C)C=O>[CH3:1][O:2][C:3](=[O:21])[C@H:4]([CH2:13][CH2:14][C:15]1[CH:20]=[CH:19][CH:18]=[CH:17][CH:16]=1)[NH:5][C:6](=[O:12])[CH:7]([S:29][CH2:28][C:27]1[CH:30]=[CH:31][C:24]([O:23][CH3:22])=[CH:25][CH:26]=1)[CH2:8][CH2:9][CH3:10] |f:2.3.4,5.6,7.8|. Conditions: time 15 hour. The reactants are COC([C@@H](NC(C(CCC)Br)=O)CCC1=CC=CC=C1)=O (2-bromopentanoyl-(L)-homophenylalanine methyl ester), COC1=CC=C(CS)C=C1 (4-methyoxybenzylmercaptan), C([O-])([O-])=O.[Cs+].[Cs+] (cesium carbonate), CCCCCC.C(C)(=O)OCC (hexane ethyl acetate), CCCCCC.C(C)(=O)OCC (hexane ethyl acetate). Reported procedure: Combine 2-bromopentanoyl-(L)-homophenylalanine methyl ester (3.6 g, 10 mmol), 4-methyoxybenzylmercaptan (3.48 mL, 25 mmol), and tetrabutylammonium iodide (about 50 mg) in dimethylformamide (10 mL). Degas by repeatedly applying vacuum and filling the vessel with nitrogen. Add cesium carbonate (4.10 g, 12.5 mmol). After 15 hours, partition the reaction mixture between water and methyl t-butyl ether, saturate the aqueous layer with sodium chloride. Extract the aqueous layer with brine, dry over Na2... Run in CN(C=O)C (dimethylformamide). The product is COC([C@@H](NC(C(CCC)SCC1=CC=C(C=C1)OC)=O)CCC1=CC=CC=C1)=O (2-(4-methoxybenzylthio)-pentanoyl-(L)-homophenylalanine methyl ester). The reactants are CC(c1ccccc1)N1CC2C(F)(F)CCC2(C(=O)OC(C)(C)C)C1, O=C(Cl)OCc1ccccc1, ClCCl. Product: CC(C)(C)OC(=O)C12CCC(F)(F)C1CN(C(=O)OCc1ccccc1)C2. As a reaction SMILES: [C:1]([CH3:2])([CH3:3])([CH3:4])[O:5][C:6](=[O:7])[C:8]12[CH2:9][N:10]([CH:18]([c:19]3[cH:20][cH:21][cH:22][cH:23][cH:24]3)[CH3:25])[CH2:11][CH:12]1[C:13]([F:16])([F:17])[CH2:14][CH2:15]2.[CH2:26]([c:27]1[cH:28][cH:29][cH:30][cH:31][cH:32]1)[O:33][C:34](=[O:35])[Cl:36].[Cl:37][CH2:38][Cl:39]>>[C:1]([CH3:2])([CH3:3])([CH3:4])[O:5][C:6](=[O:7])[C:8]12[CH2:9][N:10]([C:34]([O:33][CH2:26][c:27]3[cH:28][cH:29][cH:30][cH:31][cH:32]3)=[O:35])[CH2:11][CH:12]1[C:13]([F:16])([F:17])[CH2:14][CH2:15]2. Reactants: COP([O-])[O-].C(CCC)[Sn+2](CCCC)CCCC (tributyltin methyl phosphite), C(CCCCCCCCCCC)O (lauryl alcohol). Run at temperature 140 celsius, time 1 hour. Yields the product C(CCCCCCCCCCC)OP([O-])[O-].C(CCC)[Sn+2](CCCC)CCCC (tributyltin lauryl phosphite). Isolated yield 98.8%. As a reaction SMILES: [CH3:1][O:2][P:3]([O-:5])[O-:4].[CH2:6]([Sn+2:10]([CH2:15][CH2:16][CH2:17][CH3:18])[CH2:11][CH2:12][CH2:13][CH3:14])[CH2:7][CH2:8][CH3:9].[CH2:19](O)[CH2:20][CH2:21][CH2:22][CH2:23][CH2:24][CH2:25][CH2:26][CH2:27][CH2:28][CH2:29]C>>[CH2:1]([O:2][P:3]([O-:5])[O-:4])[CH2:29][CH2:28][CH2:27][CH2:26][CH2:25][CH2:24][CH2:23][CH2:22][CH2:21][CH2:20][CH3:19].[CH2:15]([Sn+2:10]([CH2:6][CH2:7][CH2:8][CH3:9])[CH2:11][CH2:12][CH2:13][CH3:14])[CH2:16][CH2:17][CH3:18] |f:0.1,3.4|. Reported procedure: In a 500 ml four-neck round-bottom flask, as described in Example 1, 148.85 g of tributyltin oxide and 110 g dimethyl phosphite are heated with stirring to about 120° C. The reaction mixture is kept at this temperature for about 2 hours, dimethyl ether being split off. The reaction mixture is then heated with stirring under a vacuum of 20 to 5 mm Hg at 145° C, until the excess dimethyl phosphite has been distilled off. 193.3 g of tributyltin methyl phosphite are obtained. 128.5 g of tributyltin ... Reaction SMILES: [CH:39]1([C:40]([OH:41])=[O:43])[CH2:42][CH2:44]1.[Cl:1][c:2]1[cH:3][c:4]([NH:17][c:18]2[n:19][cH:20][n:21][c:22]3[cH:23][cH:24][c:25]([NH:28][C:29]([CH2:30][CH2:31][NH:32][C:33]([CH2:34][O:35][CH3:36])=[O:37])=[O:38])[cH:26][c:27]23)[cH:5][cH:6][c:7]1[O:8][CH2:9][c:10]1[cH:11][c:12]([F:16])[cH:13][cH:14][cH:15]1>>[C:33]([CH2:34][O:35][CH3:36])([OH:37])=[O:43].[Cl:1][c:2]1[cH:3][c:4]([NH:17][c:18]2[n:19][cH:20][n:21][c:22]3[cH:23][cH:24][c:25]([NH:28][C:29]([CH2:30][CH2:31][NH2:32])=[O:38])[cH:26][c:27]23)[cH:5][cH:6][c:7]1[O:8][CH2:9][c:10]1[cH:11][c:12]([F:16])[cH:13][cH:14][cH:15]1. Yields the product COCC(=O)O, NCCC(=O)Nc1ccc2ncnc(Nc3ccc(OCc4cccc(F)c4)c(Cl)c3)c2c1. Reactants: O=C(O)C1CC1, COCC(=O)NCCC(=O)Nc1ccc2ncnc(Nc3ccc(OCc4cccc(F)c4)c(Cl)c3)c2c1. Yields the product Cl, O=C(O)c1cn2c(cn1)cc1ccccc12. As a reaction SMILES: [CH3:23][CH2:24][OH:25].[ClH:22].[K+:20].[OH-:19].[OH2:21].[cH:1]1[n:2][c:3]([C:14](=[O:15])[O:16][CH2:17][CH3:18])[cH:4][n:5]2[c:6]1[cH:7][c:8]1[cH:9][cH:10][cH:11][cH:12][c:13]21>>[ClH:22].[cH:1]1[n:2][c:3]([C:14](=[O:15])[OH:16])[cH:4][n:5]2[c:6]1[cH:7][c:8]1[cH:9][cH:10][cH:11][cH:12][c:13]21. Starting materials: CCO, Cl, [K+], [OH-], O, CCOC(=O)c1cn2c(cn1)cc1ccccc12. The reactants are CC(C)(C)OC(=O)N1CCC(n2cc(-c3cnc(N)c(N4CCc5c(F)ccc(F)c5C4)c3)cn2)CC1, CO, CCOCC, Cl. The product is Nc1ncc(-c2cnn(C3CCNCC3)c2)cc1N1CCc2c(F)ccc(F)c2C1. Reaction SMILES: [C:1]([O:2][C:3](=[O:4])[N:8]1[CH2:9][CH2:10][CH:11]([n:14]2[n:15][cH:16][c:17](-[c:19]3[cH:20][n:21][c:22]([NH2:37])[c:23]([N:25]4[CH2:26][c:27]5[c:28]([F:36])[cH:29][cH:30][c:31]([F:35])[c:32]5[CH2:33][CH2:34]4)[cH:24]3)[cH:18]2)[CH2:12][CH2:13]1)([CH3:5])([CH3:6])[CH3:7].[CH3:39][OH:40].[CH3:41][CH2:42][O:43][CH2:44][CH3:45].[ClH:38]>>[NH:8]1[CH2:9][CH2:10][CH:11]([n:14]2[n:15][cH:16][c:17](-[c:19]3[cH:20][n:21][c:22]([NH2:37])[c:23]([N:25]4[CH2:26][c:27]5[c:28]([F:36])[cH:29][cH:30][c:31]([F:35])[c:32]5[CH2:33][CH2:34]4)[cH:24]3)[cH:18]2)[CH2:12][CH2:13]1.